Dataset: the Open Reaction Database (ORD), a public repository of structured organic reaction records. Task: describe an organic reaction: reactants, conditions, products, and yield Starting materials: CCOC(=O)c1c(Nc2ccc(I)cc2F)c2cnccc2n1C, C1CCOC1, CC1(C)OCC(CON)O1, CCN=C=NCCCN(C)C, CCO, CCN(C(C)C)C(C)C, [Na+], [OH-], On1nnc2ccccc21. The product is Cn1c(C(=O)NOCC2COC(C)(C)O2)c(Nc2ccc(I)cc2F)c2cnccc21. RXN SMILES: [CH2:1]([O:2][C:4](=[O:5])[c:6]1[c:7]([NH:16][c:17]2[c:18]([F:24])[cH:19][c:20]([I:23])[cH:21][cH:22]2)[c:8]2[cH:9][n:10][cH:11][cH:12][c:13]2[n:14]1[CH3:15])[CH3:3].[CH2:67]1[O:68][CH2:69][CH2:70][CH2:71]1.[CH3:27][C:28]1([CH3:36])[O:29][CH2:30][CH:31]([CH2:33][O:34][NH2:35])[O:32]1.[CH3:37][CH2:38][N:39]=[C:40]=[N:41][CH2:42][CH2:43][CH2:44][N:45]([CH3:46])[CH3:47].[CH3:72][CH2:73][OH:74].[CH:58]([N:59]([CH2:60][CH3:61])[CH:62]([CH3:63])[CH3:64])([CH3:65])[CH3:66].[Na+:26].[OH-:25].[OH:48][n:49]1[c:50]2[c:51]([cH:52][cH:53][cH:54][cH:55]2)[n:56][n:57]1>>[C:4](=[O:5])([c:6]1[c:7]([NH:16][c:17]2[c:18]([F:24])[cH:19][c:20]([I:23])[cH:21][cH:22]2)[c:8]2[cH:9][n:10][cH:11][cH:12][c:13]2[n:14]1[CH3:15])[NH:35][O:34][CH2:33][CH:31]1[CH2:30][O:29][C:28]([CH3:27])([CH3:36])[O:32]1. The reactants are ClC=1C(NC(NC1C)=O)=O (5-Chloro-6-methyluracil), P12(=S)SP3(=S)SP(=S)(S1)SP(=S)(S2)S3 (phosphorus pentasulphide). The solvent is O1CCOCC1 (dioxan). Product: ClC=1C(NC(NC1C)=O)=S (5-chloro-6-methyl-4-thiouracil). Yield: 75.0%. As a reaction SMILES: [Cl:1][C:2]1[C:3](=O)[NH:4][C:5](=[O:9])[NH:6][C:7]=1[CH3:8].P12(SP3(SP(SP(S3)(S1)=S)(=S)S2)=S)=[S:12]>O1CCOCC1>[Cl:1][C:2]1[C:3](=[S:12])[NH:4][C:5](=[O:9])[NH:6][C:7]=1[CH3:8]. Reported procedure: 5-Chloro-6-methyluracil (prepared as described in Johnson, B. T. J. Amer. Chem. Soc. 65 (1943) (1220) (0.018 mol) and phosphorus pentasulphide (0.019 mol) were heated together in refluxing dioxan (200 ml) for 45 min. The hot reaction mixture was then filtered and the cold filtrate concentrated and diluted with ether. The participate collected after a few hours in the cold, was recrystallised from water; yield 75% m.p. 297°-300° C. (decomp.); (Found: C, 32.69; H, 3.96. Calc. for C5H5ClN2OS.1/2H2O... Starting materials: N1(CCCCC1)C(=O)C[C@H](C(=O)OCC1=CC=CC=C1)CC(C)C (benzyl (2R)-2-(piperidinocarbonylmethyl)-4-methylvalerate), [H][H] (hydrogen). Reagents/catalysts: [Pd] (palladium on carbon). The solvent is CO (methanol). Yields the product N1(CCCCC1)C(=O)C[C@H](C(=O)O)CC(C)C ((2R)-2-(piperidinocarbonylmethyl)-4-methylvaleric acid). Yield: 94.5%. Reaction SMILES: [N:1]1([C:7]([CH2:9][C@@H:10]([CH2:21][CH:22]([CH3:24])[CH3:23])[C:11]([O:13]CC2C=CC=CC=2)=[O:12])=[O:8])[CH2:6][CH2:5][CH2:4][CH2:3][CH2:2]1.[H][H]>CO.[Pd]>[N:1]1([C:7]([CH2:9][C@@H:10]([CH2:21][CH:22]([CH3:24])[CH3:23])[C:11]([OH:13])=[O:12])=[O:8])[CH2:6][CH2:5][CH2:4][CH2:3][CH2:2]1. Procedure: A solution of benzyl (2R)-2-(piperidinocarbonylmethyl)-4-methylvalerate (0.625 g) in methanol (10 ml) was hydrogenated over 10% palladium on carbon (80 mg) at 3 atmospheric pressure of hydrogen for 1 hour. After removal of the catalyst by filtration, the filtrate was concentrated in vacuo to give (2R)-2-(piperidinocarbonylmethyl)-4-methylvaleric acid (0.43 g) as an oil. Reactants: CC(=O)n1nc(-c2ccc(Cl)cc2)nc1C, O. As a reaction SMILES: [C:1](=[O:2])([CH3:3])[n:4]1[n:5][c:6](-[c:10]2[cH:11][cH:12][c:13]([Cl:16])[cH:14][cH:15]2)[n:7][c:8]1[CH3:9].[OH2:17]>>[nH:4]1[n:5][c:6](-[c:10]2[cH:11][cH:12][c:13]([Cl:16])[cH:14][cH:15]2)[n:7][c:8]1[CH3:9]. The product is Cc1nc(-c2ccc(Cl)cc2)n[nH]1. The reactants are NC=1N=C(C2=C(N1)SC(=N2)CCC2=CC=C(C=C2)F)N2CCNCC2 (5-amino-2-[2-(4-fluorophenyl)ethyl]-7-piperazin-1-yl-thiazolo[5,4-d]pyrimidine), C(C)(C)N(CC)C(C)C (diisopropylethylamine), ClC1=CC=C(C(=O)Cl)C=C1 (4-chlorobenzoyl chloride). Solvent: ClCCl (dichloromethane). Run at time 16 hour. Product: NC=1N=C(C2=C(N1)SC(=N2)CCC2=CC=C(C=C2)F)N2CCN(CC2)C(C2=CC=C(C=C2)Cl)=O (5-amino-2-[2-(4-fluorophenyl)ethyl]-7-[4-(4-chlorobenzoyl)piperazin-1-yl]-thiazolo[5,4-d]pyrimidine). The yield is 44.6%. As a reaction SMILES: [NH2:1][C:2]1[N:3]=[C:4]([N:20]2[CH2:25][CH2:24][NH:23][CH2:22][CH2:21]2)[C:5]2[N:10]=[C:9]([CH2:11][CH2:12][C:13]3[CH:18]=[CH:17][C:16]([F:19])=[CH:15][CH:14]=3)[S:8][C:6]=2[N:7]=1.C(N(C(C)C)CC)(C)C.[Cl:35][C:36]1[CH:44]=[CH:43][C:39]([C:40](Cl)=[O:41])=[CH:38][CH:37]=1>ClCCl>[NH2:1][C:2]1[N:3]=[C:4]([N:20]2[CH2:25][CH2:24][N:23]([C:40](=[O:41])[C:39]3[CH:43]=[CH:44][C:36]([Cl:35])=[CH:37][CH:38]=3)[CH2:22][CH2:21]2)[C:5]2[N:10]=[C:9]([CH2:11][CH2:12][C:13]3[CH:18]=[CH:17][C:16]([F:19])=[CH:15][CH:14]=3)[S:8][C:6]=2[N:7]=1. Procedure details: To a solution of 5-amino-2-[2-(4-fluorophenyl)ethyl]-7-piperazin-1-yl-thiazolo[5,4-d]pyrimidine (50 mg, 0.14 mmol) in dichloromethane (4 ml) was added diisopropylethylamine (0.33 mmol, 55 μL) and 4-chlorobenzoyl chloride (0.15 mmol). The reaction was stirred at room temperature for 16 hours after which the solvent was removed in vacuo. The resulting residue was purified by flash chromatography on silica, the mobile phase being a mixture of methanol and dichloromethane (in a ratio gradually rangi... The reactants are BrC=1C=C(C(=NC1)C1(CC1)CNC(C1=C(C=CC=C1F)F)=O)Cl (N-[1-(5-bromo-3-chloro-pyridin-2-yl)-cyclopropylmethyl]-2,6-difluoro-benzamide), O1C=C(C=C1)B(O)O (3-furylboronic acid). The reagents and catalysts are C=1C=CC(=CC1)[P](C=2C=CC=CC2)(C=3C=CC=CC3)[Pd]([P](C=4C=CC=CC4)(C=5C=CC=CC5)C=6C=CC=CC6)([P](C=7C=CC=CC7)(C=8C=CC=CC8)C=9C=CC=CC9)[P](C=1C=CC=CC1)(C=1C=CC=CC1)C=1C=CC=CC1 (tetrakis(triphenylphosphine)palladium). The solvent is C1(=CC=CC=C1)C (toluene), C([O-])([O-])=O.[Na+].[Na+] (sodium carbonate), O (water), C1(=CC=CC=C1)C (toluene), C1(=CC=CC=C1)C (toluene). Conditions: temperature 90 celsius, time 16 hour. The product is ClC=1C(=NC=C(C1)C1=COC=C1)C1(CC1)CNC(C1=C(C=CC=C1F)F)=O (N-[1-(3-chloro-5-furan-3-yl-pyridin-2-yl)-cyclopropylmethyl]-2,6-difluoro-benzamide). The yield is 15.8%. Reaction SMILES: [O:1]1[CH:5]=[CH:4][C:3](B(O)O)=[CH:2]1.Br[C:10]1[CH:11]=[C:12]([Cl:31])[C:13]([C:16]2([CH2:19][NH:20][C:21](=[O:30])[C:22]3[C:27]([F:28])=[CH:26][CH:25]=[CH:24][C:23]=3[F:29])[CH2:18][CH2:17]2)=[N:14][CH:15]=1>C1(C)C=CC=CC=1.C(=O)([O-])[O-].[Na+].[Na+].O.C1C=CC([P]([Pd]([P](C2C=CC=CC=2)(C2C=CC=CC=2)C2C=CC=CC=2)([P](C2C=CC=CC=2)(C2C=CC=CC=2)C2C=CC=CC=2)[P](C2C=CC=CC=2)(C2C=CC=CC=2)C2C=CC=CC=2)(C2C=CC=CC=2)C2C=CC=CC=2)=CC=1>[Cl:31][C:12]1[C:13]([C:16]2([CH2:19][NH:20][C:21](=[O:30])[C:22]3[C:27]([F:28])=[CH:26][CH:25]=[CH:24][C:23]=3[F:29])[CH2:18][CH2:17]2)=[N:14][CH:15]=[C:10]([C:3]2[CH:4]=[CH:5][O:1][CH:2]=2)[CH:11]=1 |f:3.4.5,^1:49,51,70,89|. Reported procedure: To a suspension of 3-furylboronic acid (80 μmol) in toluene (0.3 ml) was added successively a solution of N-[1-(5-bromo-3-chloro-pyridin-2-yl)-cyclopropylmethyl]-2,6-difluorobenzamide (40 μmol) (from step 4) in toluene (0.5 ml), aqueous sodium carbonate 2M (0.06 ml), water (0.4 ml) and a solution of tetrakis(triphenylphosphine)palladium (4 μmol) in toluene (0.2 ml). The reaction mixture was stirred at 90° C. for 16 hours under an atmosphere of Argon. The reaction mixture was evaporated. The crud...